From a dataset of the Open Reaction Database (ORD), a public repository of structured organic reaction records. describe an organic reaction: reactants, conditions, products, and yield The reactants are [BH3-]C#N, C=CCC1C=C(C)CC(C)CC(OC)C2OC(O)(C(=O)C(=O)N3CCCCC3C(=O)OC(C(C)=CC3CCC(O)C(OC)C3)C(C)C(O)CC1=O)C(C)CC2OC, CO, ClCCl, [Na+]. Product: C=CCC1C=C(C)CC(C)CC(OC)C2OC(O)(C(C)CC2OC)C(O)C(=O)N2CCCCC2C(=O)OC(C(C)=CC2CCC(O)C(OC)C2)C(C)C(O)CC1=O. As a reaction SMILES: [C:58]([BH3-:59])#[N:60].[CH2:1]([CH:2]=[CH2:3])[CH:4]1[C:5](=[O:57])[CH2:6][CH:7]([OH:56])[CH:8]([CH3:55])[CH:9]([C:43](=[CH:44][CH:45]2[CH2:46][CH:47]([O:52][CH3:53])[CH:48]([OH:51])[CH2:49][CH2:50]2)[CH3:54])[O:10][C:11](=[O:42])[CH:12]2[CH2:13][CH2:14][CH2:15][CH2:16][N:17]2[C:18](=[O:41])[C:19](=[O:40])[C:20]2([OH:39])[CH:21]([CH3:38])[CH2:22][CH:23]([O:36][CH3:37])[CH:24]([CH:25]([O:33][CH3:34])[CH2:26][CH:27]([CH3:32])[CH2:28][C:29]([CH3:31])=[CH:30]1)[O:35]2.[CH3:62][OH:63].[Cl:64][CH2:65][Cl:66].[Na+:61]>>[CH2:1]([CH:2]=[CH2:3])[CH:4]1[C:5](=[O:57])[CH2:6][CH:7]([OH:56])[CH:8]([CH3:55])[CH:9]([C:43](=[CH:44][CH:45]2[CH2:46][CH:47]([O:52][CH3:53])[CH:48]([OH:51])[CH2:49][CH2:50]2)[CH3:54])[O:10][C:11](=[O:42])[CH:12]2[CH2:13][CH2:14][CH2:15][CH2:16][N:17]2[C:18](=[O:41])[CH:19]([OH:40])[C:20]2([OH:39])[CH:21]([CH3:38])[CH2:22][CH:23]([O:36][CH3:37])[CH:24]([CH:25]([O:33][CH3:34])[CH2:26][CH:27]([CH3:32])[CH2:28][C:29]([CH3:31])=[CH:30]1)[O:35]2. Starting materials: [Cl-].[Cl-].[Cl-].[Al+3] (aluminum trichloride), C(C)OC(=O)C=1N=CC=2NC3=CC=CC=C3C2C1C (4-methyl-β-carboline-3-carboxylic acid ethyl ester), C(C)(C)(C)Cl (tert-butyl chloride), CCCCC (pentane). Reaction conditions: time 2 hour. Yields the product C(C)OC(=O)C=1N=CC=2NC3=CC=C(C=C3C2C1C)C(C)(C)C (6-tert-butyl-4-methyl-β-carboline-3-carboxylic acid ethyl ester). Reaction SMILES: [Cl-].[Cl-].[Cl-].[Al+3].[CH2:5]([O:7][C:8]([C:10]1[N:11]=[CH:12][C:13]2[NH:14][C:15]3[C:20]([C:21]=2[C:22]=1[CH3:23])=[CH:19][CH:18]=[CH:17][CH:16]=3)=[O:9])[CH3:6].CCCCC.[C:29](Cl)([CH3:32])([CH3:31])[CH3:30]>>[CH2:5]([O:7][C:8]([C:10]1[N:11]=[CH:12][C:13]2[NH:14][C:15]3[C:20]([C:21]=2[C:22]=1[CH3:23])=[CH:19][C:18]([C:29]([CH3:32])([CH3:31])[CH3:30])=[CH:17][CH:16]=3)=[O:9])[CH3:6] |f:0.1.2.3|. Procedure details: 1.2 g of aluminum trichloride is added to a suspension of 500 mg of 4-methyl-β-carboline-3-carboxylic acid ethyl ester in 15 ml of tert-butyl chloride. The mixture is stirred for 2 hours at room temperature and thereafter combined with 50 ml of pentane. The supernatant solution is removed by decanting, and the precipitate is combined with 10 ml of ethanol and 30 ml of water. After setting the pH at 3, the mixture is extracted repeatedly with ether. The collected organic phases are dried, filtere... Starting materials: FC=1C=C(C#N)C=CC1O (3-fluoro-4-hydroxybenzonitrile), ClC(C(=O)[O-])(F)F.[Na+] (sodium chlorodifluoroacetate), O (water), C([O-])([O-])=O.[Cs+].[Cs+] (cesium carbonate). Run in CN(C=O)C (N,N-dimethylformamide). Conditions: temperature 110 celsius, time 2 hour. Product: FC(OC1=C(C=C(C#N)C=C1)F)F (4-difluoromethoxy-3-fluoro-benzonitrile). Isolated yield 96.7%. Reaction SMILES: [F:1][C:2]1[CH:3]=[C:4]([CH:7]=[CH:8][C:9]=1[OH:10])[C:5]#[N:6].O.C(=O)([O-])[O-].[Cs+].[Cs+].Cl[C:19]([F:24])([F:23])C([O-])=O.[Na+]>CN(C)C=O>[F:23][CH:19]([F:24])[O:10][C:9]1[CH:8]=[CH:7][C:4]([C:5]#[N:6])=[CH:3][C:2]=1[F:1] |f:2.3.4,5.6|. Procedure: To a mixed solution of 3-fluoro-4-hydroxybenzonitrile (3.10 g) in N,N-dimethylformamide (31 ml)/water (3.1 ml) were successively added cesium carbonate (10.3 g) and sodium chlorodifluoroacetate (7.93 g). After stirring at 110° C. for 2 hr, the reaction mixture was partitioned by adding toluene and water. The aqueous layer was extracted with toluene, and the combined organic layer was washed with water. The organic layer was dried over anhydrous magnesium sulfate, filtrated, and concentrated unde... The product is C(CCC)C=1NC2=NC=CC=C2C1 (2-(n-butyl)-7-azaindole). As a reaction SMILES: C(OC([NH:8][C:9]1[C:14]([CH2:15][C:16](=O)[CH2:17][CH2:18][CH2:19][CH3:20])=[CH:13][CH:12]=[CH:11][N:10]=1)=O)(C)(C)C.FC(F)(F)C(O)=O>ClCCl>[CH2:17]([C:16]1[NH:8][C:9]2[C:14]([CH:15]=1)=[CH:13][CH:12]=[CH:11][N:10]=2)[CH2:18][CH2:19][CH3:20]. Solvent: ClCCl (dichloromethane). The yield is 115.9%. Reactants: C(C)(C)(C)OC(=O)NC1=NC=CC=C1CC(CCCC)=O (1-[2-(t-butoxycarbonylamino)pyridin-3-yl]hexan-2-one), FC(C(=O)O)(F)F (trifluoroacetic acid). Reported procedure: A solution of 1-[2-(t-butoxycarbonylamino)pyridin-3-yl]hexan-2-one (Y) (4.2 g) (prepared, e.g, as described in Preparation 18), in dichloromethane (25 ml) and trifluoroacetic acid (10 ml) was stirred at room temperature overnight. The solution was concentrated under vacuum and the residue was partitioned between aqueous ammonium hydroxide and ether. The ether layer was washed with brine, dried, and the solvent was evaporated. The residue was further purified by silica gel chromatography, eluting... Starting materials: C(C)(C)C1=CC=C(OC(C(=O)OCC)CC2=CC=C(C=C2)OCCNC(C2=CC=C(C=C2)C2=CC=C(C=N2)OC)=O)C=C1 (ethyl 2-(4-isopropylphenoxy)-3-[4-[2-[4-(3-methoxypyridine-6-yl)benzoylamino]ethoxy]phenyl]propionate), product, [OH-].[Na+] (sodium hydroxide). Yields the product C(C)(C)C1=CC=C(OC(C(=O)O)CC2=CC=C(C=C2)OCCNC(C2=CC=C(C=C2)C2=CC=C(C=N2)OC)=O)C=C1 (2-(4-Isopropylphenoxy)-3-[4-[2-[4-(3-methoxypyridine-6-yl)-benzoylamino]ethoxy]phenyl]propionic acid). Isolated yield 92.6%. As a reaction SMILES: [CH:1]([C:4]1[CH:43]=[CH:42][C:7]([O:8][CH:9]([CH2:15][C:16]2[CH:21]=[CH:20][C:19]([O:22][CH2:23][CH2:24][NH:25][C:26](=[O:41])[C:27]3[CH:32]=[CH:31][C:30]([C:33]4[N:38]=[CH:37][C:36]([O:39][CH3:40])=[CH:35][CH:34]=4)=[CH:29][CH:28]=3)=[CH:18][CH:17]=2)[C:10]([O:12]CC)=[O:11])=[CH:6][CH:5]=1)([CH3:3])[CH3:2].[OH-].[Na+]>>[CH:1]([C:4]1[CH:5]=[CH:6][C:7]([O:8][CH:9]([CH2:15][C:16]2[CH:17]=[CH:18][C:19]([O:22][CH2:23][CH2:24][NH:25][C:26](=[O:41])[C:27]3[CH:32]=[CH:31][C:30]([C:33]4[N:38]=[CH:37][C:36]([O:39][CH3:40])=[CH:35][CH:34]=4)=[CH:29][CH:28]=3)=[CH:20][CH:21]=2)[C:10]([OH:12])=[O:11])=[CH:42][CH:43]=1)([CH3:3])[CH3:2] |f:1.2|. Procedure details: In a similar manner to that described in Example 2, ethyl 2-(4-isopropylphenoxy)-3-[4-[2-[4-(3-methoxypyridine-6-yl)benzoylamino]ethoxy]phenyl]propionate (210 mg), which is the product of Example 110, was reacted with aqueous sodium hydroxide solution (1N, 0.72 ml) and the reaction mixture was treated to give the title compound (185 mg) as a white powder. The reactants are COc1cc(NC(=O)OC(C)(C)C)c(C(N)=O)c(OC)c1CN1CCOCC1, CC(=O)O, Cl. Product: COc1cc(N)c(C(N)=O)c(OC)c1CN1CCOCC1. RXN SMILES: [C:1]([O:2][C:3](=[O:4])[NH:7][c:8]1[c:9]([C:25]([NH2:26])=[O:27])[c:10]([O:23][CH3:24])[c:11]([CH2:16][N:17]2[CH2:18][CH2:19][O:20][CH2:21][CH2:22]2)[c:12]([O:14][CH3:15])[cH:13]1)([CH3:5])([CH3:6])[CH3:28].[C:29]([OH:30])(=[O:31])[CH3:32].[ClH:33]>>[NH2:7][c:8]1[c:9]([C:25]([NH2:26])=[O:27])[c:10]([O:23][CH3:24])[c:11]([CH2:16][N:17]2[CH2:18][CH2:19][O:20][CH2:21][CH2:22]2)[c:12]([O:14][CH3:15])[cH:13]1.